Dataset: the Open Reaction Database (ORD), a public repository of structured organic reaction records. Task: describe an organic reaction: reactants, conditions, products, and yield Starting materials: C(#C)C=1C=NN2C1N=C(C=C2C(F)(F)F)C2=CC=C(C=C2)C(F)(F)F (3-ethynyl-7-trifluoromethyl-5-(4-trifluoromethyl-phenyl)-pyrazolo[1,5-a]pyrimidine), C1(CC1)C1=NC=CC=C1OS(=O)(=O)C(F)(F)F (trifluoro-methanesulfonic acid 2-cyclopropyl-pyridin-3-yl ester). The product is C1(CC1)C1=NC=CC=C1C#CC=1C=NN2C1N=C(C=C2C(F)(F)F)C2=CC=C(C=C2)C(F)(F)F (3-(2-Cyclopropyl-pyridin-3-ylethynyl)-7-trifluoromethyl-5-(4-trifluoromethyl-phenyl)-pyrazolo[1,5-a]pyrimidine), solid. The yield is 46.0%. Reaction SMILES: [C:1]([C:3]1[CH:4]=[N:5][N:6]2[C:11]([C:12]([F:15])([F:14])[F:13])=[CH:10][C:9]([C:16]3[CH:21]=[CH:20][C:19]([C:22]([F:25])([F:24])[F:23])=[CH:18][CH:17]=3)=[N:8][C:7]=12)#[CH:2].[CH:26]1([C:29]2[C:34](OS(C(F)(F)F)(=O)=O)=[CH:33][CH:32]=[CH:31][N:30]=2)[CH2:28][CH2:27]1>>[CH:26]1([C:29]2[C:34]([C:2]#[C:1][C:3]3[CH:4]=[N:5][N:6]4[C:11]([C:12]([F:14])([F:13])[F:15])=[CH:10][C:9]([C:16]5[CH:21]=[CH:20][C:19]([C:22]([F:25])([F:24])[F:23])=[CH:18][CH:17]=5)=[N:8][C:7]=34)=[CH:33][CH:32]=[CH:31][N:30]=2)[CH2:28][CH2:27]1. Procedure: The title compound was prepared from 3-ethynyl-7-trifluoromethyl-5-(4-trifluoromethyl-phenyl)-pyrazolo[1,5-a]pyrimidine (example C.1) (355 mg, 1.0 mmol) and trifluoro-methanesulfonic acid 2-cyclopropyl-pyridin-3-yl ester (Example B.10) (294 mg, 1.3 mmol) according to general procedure II. Obtained as a yellow solid (220 mg, 46%). MS (ISP) 473.3 [(M+H)+]; mp 202° C.